From a dataset of the Open Reaction Database (ORD), a public repository of structured organic reaction records. describe an organic reaction: reactants, conditions, products, and yield Yields the product CCOC(=O)C1(CCCn2c(=O)ccc3cccnc32)CCN(CCSc2cccs2)CC1. Reaction SMILES: [Br:32][CH2:33][CH2:34][S:35][c:36]1[s:37][cH:38][cH:39][cH:40]1.[C:26](=[O:27])([O-:28])[O-:29].[CH3:42][N:43]([CH3:44])[CH:45]=[O:46].[CH3:47][CH2:48][O:49][C:50](=[O:51])[CH3:52].[K+:30].[K+:31].[O:1]=[c:2]1[n:3]([CH2:12][CH2:13][CH2:14][C:15]2([C:21](=[O:22])[O:23][CH2:24][CH3:25])[CH2:16][CH2:17][NH:18][CH2:19][CH2:20]2)[c:4]2[n:5][cH:6][cH:7][cH:8][c:9]2[cH:10][cH:11]1.[OH2:41]>>[O:1]=[c:2]1[n:3]([CH2:12][CH2:13][CH2:14][C:15]2([C:21](=[O:22])[O:23][CH2:24][CH3:25])[CH2:16][CH2:17][N:18]([CH2:33][CH2:34][S:35][c:36]3[s:37][cH:38][cH:39][cH:40]3)[CH2:19][CH2:20]2)[c:4]2[n:5][cH:6][cH:7][cH:8][c:9]2[cH:10][cH:11]1. Starting materials: BrCCSc1cccs1, O=C([O-])[O-], CN(C)C=O, CCOC(C)=O, [K+], [K+], CCOC(=O)C1(CCCn2c(=O)ccc3cccnc32)CCNCC1, O. The reactants are O=C([O-])O, CC(=O)O, CO, [Na+], N#C[Na], O, c1ccc(N2CCc3ccccc3C2)cc1. Yields the product N#CC1c2ccccc2CCN1c1ccccc1. As a reaction SMILES: [C:21](=[O:22])([OH:23])[O-:24].[C:26]([OH:27])(=[O:28])[CH3:29].[CH3:30][OH:31].[Na+:25].[Na:17][C:18]#[N:19].[O:20].[c:1]1([N:7]2[CH2:8][c:9]3[cH:10][cH:11][cH:12][cH:13][c:14]3[CH2:15][CH2:16]2)[cH:2][cH:3][cH:4][cH:5][cH:6]1>>[c:1]1([N:7]2[CH:8]([C:18]#[N:19])[c:9]3[cH:10][cH:11][cH:12][cH:13][c:14]3[CH2:15][CH2:16]2)[cH:2][cH:3][cH:4][cH:5][cH:6]1. The reactants are CCOC(=O)CC1Cc2ccc(OCCCNc3cc(C)ccn3)cc2Cc2ccccc21, CCOC(=O)CC1Cc2ccc(OCCCNc3cc(Cl)ccn3)cc2Cc2ccccc21. Yields the product O=C(O)CC1Cc2ccc(OCCCNc3cc(Cl)ccn3)cc2Cc2ccccc21. RXN SMILES: [CH3:34][c:35]1[cH:36][cH:37][n:38][c:39]([NH:40][CH2:41][CH2:42][CH2:43][O:44][c:45]2[cH:46][cH:47][c:48]3[c:64]([cH:65]2)[CH2:63][c:62]2[c:57]([cH:58][cH:59][cH:60][cH:61]2)[CH:50]([CH2:51][C:52]([O:53][CH2:54][CH3:55])=[O:56])[CH2:49]3)[cH:66]1.[Cl:1][c:2]1[cH:3][c:4]([NH:8][CH2:9][CH2:10][CH2:11][O:12][c:13]2[cH:14][cH:15][c:16]3[c:17]([cH:33]2)[CH2:18][c:19]2[c:20]([cH:29][cH:30][cH:31][cH:32]2)[CH:21]([CH2:23][C:24](=[O:25])[O:26][CH2:27][CH3:28])[CH2:22]3)[n:5][cH:6][cH:7]1>>[Cl:1][c:2]1[cH:3][c:4]([NH:8][CH2:9][CH2:10][CH2:11][O:12][c:13]2[cH:14][cH:15][c:16]3[c:17]([cH:33]2)[CH2:18][c:19]2[c:20]([cH:29][cH:30][cH:31][cH:32]2)[CH:21]([CH2:23][C:24](=[O:25])[OH:26])[CH2:22]3)[n:5][cH:6][cH:7]1. Reactants: C1=CC=CC=2C3=CC=CC=C3CC12 (fluorene), C(CCC)[Li] (butyl lithium), BrC(C)Br (dibromoethane). The solvent is O1CCCC1 (tetrahydrofuran), CCCCC (pentane). Conditions: time 1 hour. Product: BrCCC1=CC=CC=2C3=CC=CC=C3CC12 (1-bromo-2-(fluorenyl)ethane). As a reaction SMILES: [CH:1]1[C:13]2[CH2:12][C:11]3[C:6](=[CH:7][CH:8]=[CH:9][CH:10]=3)[C:5]=2[CH:4]=[CH:3][CH:2]=1.C([Li])CCC.[Br:19][CH:20](Br)[CH3:21]>O1CCCC1.CCCCC>[Br:19][CH2:20][CH2:21][C:1]1[C:13]2[CH2:12][C:11]3[C:6](=[CH:7][CH:8]=[CH:9][CH:10]=3)[C:5]=2[CH:4]=[CH:3][CH:2]=1. Procedure: In this reaction, 8.3 g (0.05 m) of fluorene was dissolved in 150 ml of tetrahydrofuran. Then 31.8 ml (0.05 m) of butyl lithium (1.6 molar in hexane) was added dropwise to this solution. After one hour, this solution was added gradually to a stirred solution of 9 ml (0.1 m) of dibromoethane in 300 ml of pentane within 2 hours. Then the reaction mixture was treated with 50 ml of an The reactants are [Na] (sodium), C(CC)(=O)CC(=O)OC (methyl propionylacetate), FC(C1=CC=C(OC2=CC=C(OC(C(=O)Cl)C)C=C2)C=C1)(F)F (2-[4-(4-trifluoromethylphenoxy)phenoxy]propionic acid chloride). Run in C1=CC=CC=C1 (benzene). The product is C(CC)(=O)C(C(=O)OC)C(C(C)OC1=CC=C(C=C1)OC1=CC=C(C=C1)C(F)(F)F)=O (methyl 2-propionyl-4-[4-(4-trifluoromethylphenoxy)phenoxy]-3-oxopentanoate). Reaction SMILES: [F:1][C:2]([F:23])([F:22])[C:3]1[CH:21]=[CH:20][C:6]([O:7][C:8]2[CH:19]=[CH:18][C:11]([O:12][CH:13]([CH3:17])[C:14](Cl)=[O:15])=[CH:10][CH:9]=2)=[CH:5][CH:4]=1.[Na].[C:25]([CH2:29][C:30]([O:32][CH3:33])=[O:31])(=[O:28])[CH2:26][CH3:27]>C1C=CC=CC=1>[C:25]([CH:29]([C:14](=[O:15])[CH:13]([O:12][C:11]1[CH:18]=[CH:19][C:8]([O:7][C:6]2[CH:20]=[CH:21][C:3]([C:2]([F:23])([F:22])[F:1])=[CH:4][CH:5]=2)=[CH:9][CH:10]=1)[CH3:17])[C:30]([O:32][CH3:33])=[O:31])(=[O:28])[CH2:26][CH3:27] |^1:23|. Reported procedure: Following the procedure of Example 1, 2-[4-(4-trifluoromethylphenoxy)phenoxy]propionic acid chloride is added to the sodium salt of methyl propionylacetate in benzene to give methyl 2-propionyl-4-[4-(4-trifluoromethylphenoxy)phenoxy]-3-oxopentanoate (cpd. 16 in Table A). This pentanoate is then heated with DMSO and NaCl to give 2-[4-(4-trifluoromethylphenoxy)phenoxy]-3,5-heptanedione (cpd. 16, Table B). Reactants: ClC1=C(C(=CC=C1)Cl)N1C(NC=C1)=N (1-(2,6-dichloro-phenyl)-2-imino-4-imidazoline), C(CBr)Br (ethylene bromide). The solvent is Cl (hydrochloric acid). Reaction conditions: temperature 140 celsius. The product is ClC1=C(C(=CC=C1)Cl)N1C=CN2C1=NCC2 (7-(2,6-dichloro-phenyl)-2,3-dihydro-imidazo[1,2-α]imidazole). Isolated yield 10.8%. As a reaction SMILES: [Cl:1][C:2]1[CH:7]=[CH:6][CH:5]=[C:4]([Cl:8])[C:3]=1[N:9]1[CH:13]=[CH:12][NH:11][C:10]1=[NH:14].[CH2:15](Br)[CH2:16]Br>Cl>[Cl:8][C:4]1[CH:5]=[CH:6][CH:7]=[C:2]([Cl:1])[C:3]=1[N:9]1[C:10]2=[N:14][CH2:15][CH2:16][N:11]2[CH:12]=[CH:13]1. Reported procedure: A mixture consisting of 4.56 gm (0.02 mol) of 1-(2,6-dichloro-phenyl)-2-imino-4-imidazoline and 2.6 ml of ethylene bromide (about 150% of the stoichiometrically required amount) was heated to 140° C. while stirring and was maintained at that temperature for 15 minutes. After cooling, the glassy mass was dissolved in about 1 N hydrochloric acid, and the solution was friactionally extracted with ether at stepwisely increasing pH-values (addition of 2 N sodium hydroxide). Those fractions which cont... Starting materials: CO.OCC1=C(C=CC=C1)C(C(=O)NC)=NOC (2-(2-hydroxymethylphenyl)-2-methoxyimino-N-methylacetamide Methanol), Cl (hydrochloric acid), CON=C(C(=O)NC)C1=C(C=CC=C1)COC1OCCCC1 (2-methoxyimino-N-methyl-2-[2-(2-tetrahydropyranyloxymethyl)phenyl]acetamide). Solvent: [Cl-].[Na+].O (brine). Conditions: time 30 minute. Yields the product OCC1=C(C=CC=C1)C(C(=O)NC)=NOC (2-(2-hydroxymethylphenyl)-2-methoxyimino-N-methylacetamide). Yield: 94.6%. RXN SMILES: CO.[OH:3][CH2:4][C:5]1[CH:10]=[CH:9][CH:8]=[CH:7][C:6]=1[C:11](=[N:16][O:17][CH3:18])[C:12]([NH:14][CH3:15])=[O:13].Cl.CON=C(C1C=CC=CC=1COC1CCCCO1)C(NC)=O>[Cl-].[Na+].O>[OH:3][CH2:4][C:5]1[CH:10]=[CH:9][CH:8]=[CH:7][C:6]=1[C:11](=[N:16][O:17][CH3:18])[C:12]([NH:14][CH3:15])=[O:13] |f:0.1,4.5.6|. Reported procedure: Preparation of 2-(2-hydroxymethylphenyl)-2-methoxyimino-N-methylacetamide Methanol (2 ml) and a 36% aqueous hydrochloric acid solution (0.01 g, 0.0001 mol) were added to an E/Z mixture of 2-methoxyimino-N-methyl-2-[2-(2-tetrahydropyranyloxymethyl)phenyl]acetamide (0.31 g, 0.001 mol), and the mixture was stirred at room temperature for 30 minutes. After completion of the reaction, half-saturated brine (80 ml) was added, and the mixture was extracted with dichloromethane (50 ml) twice. The extract...